This data is from the Open Reaction Database (ORD), a public repository of structured organic reaction records. The task is: describe an organic reaction: reactants, conditions, products, and yield Starting materials: CO, CS(C)=O, NCCOc1ccc(O)c(C(N)=O)c1, Cn1cc(C(F)(F)F)nc1-c1ccc(OCC2CO2)cc1. The product is Cn1cc(C(F)(F)F)nc1-c1ccc(OCC(O)CNCCOc2ccc(O)c(C(N)=O)c2)cc1. Reaction SMILES: [CH3:36][OH:37].[CH3:38][S:39](=[O:40])[CH3:41].[NH2:1][CH2:2][CH2:3][O:4][c:5]1[cH:6][cH:7][c:8]([OH:14])[c:9]([C:10](=[O:11])[NH2:12])[cH:13]1.[O:15]1[CH:16]([CH2:17][O:18][c:19]2[cH:20][cH:21][c:22](-[c:25]3[n:26]([CH3:34])[cH:27][c:28]([C:30]([F:31])([F:32])[F:33])[n:29]3)[cH:23][cH:24]2)[CH2:35]1>>[NH:1]([CH2:2][CH2:3][O:4][c:5]1[cH:6][cH:7][c:8]([OH:14])[c:9]([C:10](=[O:11])[NH2:12])[cH:13]1)[CH2:35][CH:16]([OH:15])[CH2:17][O:18][c:19]1[cH:20][cH:21][c:22](-[c:25]2[n:26]([CH3:34])[cH:27][c:28]([C:30]([F:31])([F:32])[F:33])[n:29]2)[cH:23][cH:24]1. Starting materials: COc1ccc(CN2CCNCC2)c(OC)c1OC, COc1c(C)c(C)c2c(c1C)CCC(C)(CC(=O)Cl)O2, ClCCCl, O, c1ccncc1. Yields the product COc1ccc(CN2CCN(C(=O)CC3(C)CCc4c(C)c(OC)c(C)c(C)c4O3)CC2)c(OC)c1OC. Reaction SMILES: [CH3:1][O:2][c:3]1[c:4]([CH2:13][N:14]2[CH2:15][CH2:16][NH:17][CH2:18][CH2:19]2)[cH:5][cH:6][c:7]([O:11][CH3:12])[c:8]1[O:9][CH3:10].[CH3:30][O:31][c:32]1[c:33]([CH3:49])[c:34]([CH3:48])[c:35]2[c:36]([c:46]1[CH3:47])[CH2:37][CH2:38][C:39]([CH3:41])([CH2:42][C:43](=[O:44])[Cl:45])[O:40]2.[Cl:26][CH2:27][CH2:28][Cl:29].[OH2:50].[cH:20]1[cH:21][cH:22][n:23][cH:24][cH:25]1>>[CH3:1][O:2][c:3]1[c:4]([CH2:13][N:14]2[CH2:15][CH2:16][N:17]([C:43]([CH2:42][C:39]3([CH3:41])[CH2:38][CH2:37][c:36]4[c:35]([c:34]([CH3:48])[c:33]([CH3:49])[c:32]([O:31][CH3:30])[c:46]4[CH3:47])[O:40]3)=[O:44])[CH2:18][CH2:19]2)[cH:5][cH:6][c:7]([O:11][CH3:12])[c:8]1[O:9][CH3:10]. Reactants: CC=1N2C(SC1)=NC(=C2)CCl (3-methyl-6-chloromethyl-imidazo-(2,1-b)thiazole), N1CCOCC1 (morpholine). Solvent: O (water). Reaction conditions: time 1 hour. Product: CC=1N2C(SC1)=NC(=C2)CN2CCOCC2 (3-methyl-6-morpholinomethyl-imidazo-(2,1-b)thiazole). As a reaction SMILES: [CH3:1][C:2]1[N:3]2[CH:9]=[C:8]([CH2:10]Cl)[N:7]=[C:4]2[S:5][CH:6]=1.[NH:12]1[CH2:17][CH2:16][O:15][CH2:14][CH2:13]1>O>[CH3:1][C:2]1[N:3]2[CH:9]=[C:8]([CH2:10][N:12]3[CH2:17][CH2:16][O:15][CH2:14][CH2:13]3)[N:7]=[C:4]2[S:5][CH:6]=1. Reported procedure: 3.4 g of 3-methyl-6-chloromethyl-imidazo-(2,1-b)thiazole are slowly added into 50 ml of cooled and stirred morpholine. The stirring is continued for 1 hour at room temperature and another hour at 40°-50°. The suspension obtained is filtered and the filtrate is evaporated. The residue obtained is dissolved in water and the aqueous solution obtained is extracted with chloroform. The chloroform solution is washed at pH 5-6 with water and after drying it is evaporated. Ethyl acetate is added to the ...